From a dataset of the Open Reaction Database (ORD), a public repository of structured organic reaction records. describe an organic reaction: reactants, conditions, products, and yield Reactants: Nc1cc(Cl)c(Cl)cc1Cl, ClCCl, O=S(=O)(OS(=O)(=O)C(F)(F)F)C(F)(F)F. Yields the product O=S(=O)(Nc1cc(Cl)c(Cl)cc1Cl)C(F)(F)F. As a reaction SMILES: [Cl:16][c:17]1[c:18]([NH2:19])[cH:20][c:21]([Cl:25])[c:22]([Cl:24])[cH:23]1.[Cl:26][CH2:27][Cl:28].[F:1][C:2]([F:3])([F:4])[S:5](=[O:6])([O:8][S:7]([C:9]([F:10])([F:11])[F:12])(=[O:13])=[O:14])=[O:15]>>[F:1][C:2]([F:3])([F:4])[S:5](=[O:6])(=[O:8])[NH:19][c:18]1[c:17]([Cl:16])[cH:23][c:22]([Cl:24])[c:21]([Cl:25])[cH:20]1.